This data is from the Open Reaction Database (ORD), a public repository of structured organic reaction records. The task is: describe an organic reaction: reactants, conditions, products, and yield Reactants: C1(=CC=C(C=C1)S(=O)(=O)O)C (p-toluenesulphonic acid), N(=O)OC(C)C (isopropyl nitrite), C1(=CC=CC=C1)C(C1=CC=CC=C1)OC(C(C(=C)C)N1C2SC(=NC2C1=O)COC1=CC=CC=C1)=O (3-methyl-2-(3-phenoxymethyl-7-oxo-4-thia-2,6-diazabicyclo[3.2.0]hept-2-en-6-yl)-3-butenoic acid diphenylmethyl ester), SC=1SC2=C(N1)C=CC=C2 (2-mercaptobenzthiazole), C(C)(=O)OCC (ethyl acetate). Run in C(Cl)Cl (methylene chloride). Run at time 6 hour. The product is C1(=CC=CC=C1)C(C1=CC=CC=C1)OC(C(C(=C)C)N1C(C(C1SSC=1SC2=C(N1)C=CC=C2)(OC2=CC=CC=C2)NC(=O)C)=O)=O (2-[4-(benzthiazol-2-yldithio)-2-oxo-3-phenoxyacetaminoazetidin-1 -yl]-3-methyl-3-butenoic acid diphenylmethyl ester). RXN SMILES: [C:1]1(C)[CH:6]=CC(S(O)(=O)=O)=C[CH:2]=1.N([O:14][CH:15]([CH3:17])[CH3:16])=O.[C:18]1([CH:24]([O:31][C:32](=[O:53])[CH:33]([N:37]2[C:43](=[O:44])[CH:42]3[CH:38]2[S:39][C:40]([CH2:45]OC2C=CC=CC=2)=[N:41]3)[C:34]([CH3:36])=[CH2:35])[C:25]2[CH:30]=[CH:29][CH:28]=[CH:27][CH:26]=2)[CH:23]=[CH:22][CH:21]=[CH:20][CH:19]=1.[SH:54][C:55]1[S:56][C:57]2[CH:63]=[CH:62][CH:61]=[CH:60][C:58]=2[N:59]=1.C(OCC)(=[O:66])C>C(Cl)Cl>[C:25]1([CH:24]([O:31][C:32](=[O:53])[CH:33]([N:37]2[CH:38]([S:39][S:54][C:55]3[S:56][C:57]4[CH:63]=[CH:62][CH:61]=[CH:60][C:58]=4[N:59]=3)[C:42]([NH:41][C:40]([CH3:45])=[O:66])([O:14][C:15]3[CH:17]=[CH:6][CH:1]=[CH:2][CH:16]=3)[C:43]2=[O:44])[C:34]([CH3:36])=[CH2:35])[C:18]2[CH:19]=[CH:20][CH:21]=[CH:22][CH:23]=2)[CH:30]=[CH:29][CH:28]=[CH:27][CH:26]=1. Reported procedure: 400 mg of 40% aqueous p-toluenesulphonic acid and 1.55 g (17 mmol) of isopropyl nitrite are added to a solution of 4.0 g (8 mmol) of 3-methyl-2-(3-phenoxymethyl-7-oxo-4-thia-2,6-diazabicyclo[3.2.0]hept-2-en-6-yl)-3-butenoic acid diphenylmethyl ester in 12 ml of methylene chloride and the solution is stirred for 6 hours at room temperature with the exclusion of light. A solution of 1.67 g (10 mmol) of 2-mercaptobenzthiazole in 30 ml of ethyl acetate is then added dropwise in the course of 30 minu... Reactants: NC=1NC=CN1 (2-aminoimidazole), COC(N(C)C)OC (dimethylformamide dimethyl acetal). Conditions: time 8 hour. Yields the product CN(C)C=NC=1NC=CN1 (2-[(dimethylamino)methylene]aminoimidazole). RXN SMILES: [NH2:1][C:2]1[NH:3][CH:4]=[CH:5][N:6]=1.CO[CH:9](OC)[N:10]([CH3:12])[CH3:11]>>[CH3:9][N:10]([CH:12]=[N:1][C:2]1[NH:3][CH:4]=[CH:5][N:6]=1)[CH3:11]. Reported procedure: To the crude 2-aminoimidazole (18.2 g) was added dimethylformamide dimethyl acetal (145 mL) (Aldrich) and stirred at room temperature overnight. The reagent was removed in vacuo to give crude 2 (32.66 g) which was taken on to the next step (tritylation) without further purification. Reactants: CC(=O)OC1CSC(Br)C(OC(C)=O)C1OC(C)=O, Cc1ccccc1, CC#N, O=[Zn], N#Cc1ccc(O)cc1. Yields the product CC(=O)OC1CSC(Oc2ccc(C#N)cc2)C(OC(C)=O)C1OC(C)=O. RXN SMILES: [C:1]([CH3:2])(=[O:3])[O:4][CH:5]1[CH:6]([Br:19])[S:7][CH2:8][CH:9]([O:15][C:16]([CH3:17])=[O:18])[CH:10]1[O:11][C:12]([CH3:13])=[O:14].[CH3:29][c:30]1[cH:31][cH:32][cH:33][cH:34][cH:35]1.[CH3:36][C:37]#[N:38].[O:39]=[Zn:40].[OH:20][c:21]1[cH:22][cH:23][c:24]([C:27]#[N:28])[cH:25][cH:26]1>>[C:1]([CH3:2])(=[O:3])[O:4][CH:5]1[CH:6]([O:20][c:21]2[cH:22][cH:23][c:24]([C:27]#[N:28])[cH:25][cH:26]2)[S:7][CH2:8][CH:9]([O:15][C:16]([CH3:17])=[O:18])[CH:10]1[O:11][C:12]([CH3:13])=[O:14]. Reactants: O=C([O-])O, Cc1cc(N2CCC3(CC2)OCCO3)c2c(C)c(C)n(-c3ccc(Cl)cc3Cl)c2n1, Cl, [Na+], C1CCOC1. Product: Cc1cc(N2CCC(=O)CC2)c2c(C)c(C)n(-c3ccc(Cl)cc3Cl)c2n1. RXN SMILES: [C:31](=[O:32])([O-:33])[OH:34].[Cl:1][c:2]1[c:3](-[n:9]2[c:10]([CH3:30])[c:11]([CH3:29])[c:12]3[c:13]2[n:14][c:15]([CH3:28])[cH:16][c:17]3[N:18]2[CH2:19][CH2:20][C:21]3([O:22][CH2:25][CH2:24][O:23]3)[CH2:26][CH2:27]2)[cH:4][cH:5][c:6]([Cl:8])[cH:7]1.[ClH:36].[Na+:35].[O:37]1[CH2:38][CH2:39][CH2:40][CH2:41]1>>[Cl:1][c:2]1[c:3](-[n:9]2[c:10]([CH3:30])[c:11]([CH3:29])[c:12]3[c:13]2[n:14][c:15]([CH3:28])[cH:16][c:17]3[N:18]2[CH2:19][CH2:20][C:21](=[O:22])[CH2:26][CH2:27]2)[cH:4][cH:5][c:6]([Cl:8])[cH:7]1.